describe an organic reaction: reactants, conditions, products, and yield From a dataset of the Open Reaction Database (ORD), a public repository of structured organic reaction records. The reactants are Cc1cc(Nc2cc3cc(O)ccc3c(Br)n2)n[nH]1, CC(=O)O, CC(C)O, [H-], [Na+]. The product is Cc1cc(Nc2cc3cc(O)ccc3c(OC(C)C)n2)n[nH]1. RXN SMILES: [Br:7][c:8]1[n:9][c:10]([NH:19][c:20]2[n:21][nH:22][c:23]([CH3:25])[cH:24]2)[cH:11][c:12]2[cH:13][c:14]([OH:18])[cH:15][cH:16][c:17]12.[CH3:26][C:27](=[O:28])[OH:29].[CH3:3][CH:4]([CH3:5])[OH:6].[H-:2].[Na+:1]>>[CH3:3][CH:4]([CH3:5])[O:6][c:8]1[n:9][c:10]([NH:19][c:20]2[n:21][nH:22][c:23]([CH3:25])[cH:24]2)[cH:11][c:12]2[cH:13][c:14]([OH:18])[cH:15][cH:16][c:17]12.